From a dataset of the Open Reaction Database (ORD), a public repository of structured organic reaction records. describe an organic reaction: reactants, conditions, products, and yield Starting materials: P(=S)(Cl)(Cl)Cl (thiophosphoryl chloride), C(CCCCCCCCCCCCC)O (tetradecanol), C(CCCCCCCCCCCCC)C(OP(=O)(O)O)C[N+](C)(C)C (Tetradecyl phosphocholine), C(CCCCCCCCCCCCCCCCCCCCC)(=O)C(OP(=O)(O)O)C[N+](C)(C)C (docosanoyl phosphocholine), C(CCCCCCCCCCCCCCCCCCCCC)(=O)O (docosanoyl alcohol), C(CCCCCCCCCCCCCCC)C(OP(=S)(O)O)C[N+](C)(C)C (hexadecyl thiophosphocholine), C(CCCCCCCCCCCCCCC)O (hexadecanol). The product is P(=O)(O)(O)OCC[N+](C)(C)C (phosphocholine), P(=S)(O)(O)OCC[N+](C)(C)C (thiophosphocholine). RXN SMILES: C([CH:15]([CH2:21][N+:22]([CH3:25])([CH3:24])[CH3:23])[O:16][P:17]([OH:20])([OH:19])=[O:18])CCCCCCCCCCCCC.C(C(C[N+](C)(C)C)OP(O)(O)=O)(=O)CCCCCCCCCCCCCCCCCCCCC.C(O)CCCCCCCCCCCCC.C(O)(=O)CCCCCCCCCCCCCCCCCCCCC.C(O)CCCCCCCCCCCCCCC.C([CH:132]([CH2:138][N+:139]([CH3:142])([CH3:141])[CH3:140])[O:133][P:134]([OH:137])([OH:136])=[S:135])CCCCCCCCCCCCCCC.P(Cl)(Cl)(Cl)=S>>[P:17]([O:16][CH2:15][CH2:21][N+:22]([CH3:25])([CH3:24])[CH3:23])([OH:19])([OH:20])=[O:18].[P:134]([O:133][CH2:132][CH2:138][N+:139]([CH3:142])([CH3:141])[CH3:140])([OH:136])([OH:137])=[S:135]. Procedure: Various phosphocholine derivatives were synthesized using a three-step process as shown in FIGS. 1-2. Specifically, 0.484 grams of hexadecanol (n=15) (from Aldrich Chemical Company) was mixed with 20 milliliters of toluene and 100 milliliters of phosphoryl chloride (“POCl3”). The mixture was heated in an oil bath at 87 to 90° C. for 5 hours. After cooling to room temperature, the reaction mixture was concentrated in vacuum. 50 milliliters of methylene chloride and 1.38 grams of choline tosylate ... Reactants: COC(=O)CC(C)=O, CO, CCOC(C)=O, C[O-], COC1CN(C(=O)CCl)CCC1NC(=O)OCc1ccccc1, Cl, [Na+]. The product is COC(=O)C(CC(=O)N1CCC(NC(=O)OCc2ccccc2)C(OC)C1)C(C)=O. Reaction SMILES: [C:1]([CH2:2][C:3](=[O:4])[CH3:5])(=[O:6])[O:7][CH3:8].[CH3:36][OH:37].[CH3:38][CH2:39][O:40][C:41](=[O:42])[CH3:43].[CH3:9][O-:10].[Cl:12][CH2:13][C:14](=[O:15])[N:16]1[CH2:17][CH:18]([O:33][CH3:34])[CH:19]([NH:22][C:23]([O:24][CH2:25][c:26]2[cH:27][cH:28][cH:29][cH:30][cH:31]2)=[O:32])[CH2:20][CH2:21]1.[ClH:35].[Na+:11]>>[C:1]([CH:2]([C:3](=[O:4])[CH3:5])[CH2:13][C:14](=[O:15])[N:16]1[CH2:17][CH:18]([O:33][CH3:34])[CH:19]([NH:22][C:23]([O:24][CH2:25][c:26]2[cH:27][cH:28][cH:29][cH:30][cH:31]2)=[O:32])[CH2:20][CH2:21]1)(=[O:6])[O:7][CH3:8]. Reactants: O=C([O-])[O-], N#Cc1ccccc1CBr, CCn1ccc2nc(C3CCCC(NC(=O)OCc4ccccc4)C3)[nH]c2c1=O, [Cs+], [Cs+], CN(C)C=O, O. The product is CCn1ccc2nc(C3CCCC(NC(=O)OCc4ccccc4)C3)n(Cc3ccccc3C#N)c2c1=O. RXN SMILES: [C:30](=[O:31])([O-:32])[O-:33].[C:36](#[N:37])[c:38]1[c:39]([CH2:40][Br:41])[cH:42][cH:43][cH:44][cH:45]1.[CH2:1]([c:2]1[cH:3][cH:4][cH:5][cH:6][cH:7]1)[O:8][C:9]([NH:10][CH:11]1[CH2:12][CH:13]([c:17]2[n:18][c:19]3[c:20]([c:21](=[O:27])[n:22]([CH2:25][CH3:26])[cH:23][cH:24]3)[nH:28]2)[CH2:14][CH2:15][CH2:16]1)=[O:29].[Cs+:34].[Cs+:35].[O:46]=[CH:47][N:48]([CH3:49])[CH3:50].[OH2:51]>>[CH2:1]([c:2]1[cH:3][cH:4][cH:5][cH:6][cH:7]1)[O:8][C:9]([NH:10][CH:11]1[CH2:12][CH:13]([c:17]2[n:18][c:19]3[c:20]([c:21](=[O:27])[n:22]([CH2:25][CH3:26])[cH:23][cH:24]3)[n:28]2[CH2:40][c:39]2[c:38]([C:36]#[N:37])[cH:45][cH:44][cH:43][cH:42]2)[CH2:14][CH2:15][CH2:16]1)=[O:29].